This data is from the Open Reaction Database (ORD), a public repository of structured organic reaction records. The task is: describe an organic reaction: reactants, conditions, products, and yield Starting materials: Cc1nc2c([nH]1)-c1ccccc1N(C(=O)c1ccccc1)CC2, Cl, C1COCCO1. Product: Cc1nc2c([nH]1)-c1ccccc1NCC2. Reaction SMILES: [C:1](=[O:2])([c:3]1[cH:4][cH:5][cH:6][cH:7][cH:8]1)[N:9]1[c:10]2[c:11]([cH:20][cH:21][cH:22][cH:23]2)-[c:12]2[nH:13][c:14]([CH3:19])[n:15][c:16]2[CH2:17][CH2:18]1.[ClH:24].[O:25]1[CH2:26][CH2:27][O:28][CH2:29][CH2:30]1>>[NH:9]1[c:10]2[c:11]([cH:20][cH:21][cH:22][cH:23]2)-[c:12]2[nH:13][c:14]([CH3:19])[n:15][c:16]2[CH2:17][CH2:18]1. The reactants are COC1=CC=C(C=C1)C(CC1=CC=CC=C1)=O (1-(4-methoxyphenyl)2-phenylethan-1-one), [(CH3)2Si]2NLi, C(CC(O)(C(=O)O)CC(=O)O)(=O)O (citric acid), C(C1=CC=C(C=C1)OC)(=O)Cl (p-anisoyl chloride). Solvent: C1CCOC1 (THF). Run at temperature -78 celsius, time 1 hour. Yields the product COC1=CC=C(C=C1)C(C(C(=O)C1=CC=C(C=C1)OC)C1=CC=CC=C1)=O (1,3-bis(4-methoxyphenyl)-2-phenylpropane-1,3-dione). RXN SMILES: [CH3:1][O:2][C:3]1[CH:8]=[CH:7][C:6]([C:9](=[O:17])[CH2:10][C:11]2[CH:16]=[CH:15][CH:14]=[CH:13][CH:12]=2)=[CH:5][CH:4]=1.[C:18](Cl)(=[O:27])[C:19]1[CH:24]=[CH:23][C:22]([O:25][CH3:26])=[CH:21][CH:20]=1.C(O)(=O)CC(CC(O)=O)(C(O)=O)O>C1COCC1>[CH3:1][O:2][C:3]1[CH:4]=[CH:5][C:6]([C:9](=[O:17])[CH:10]([C:11]2[CH:16]=[CH:15][CH:14]=[CH:13][CH:12]=2)[C:18]([C:19]2[CH:24]=[CH:23][C:22]([O:25][CH3:26])=[CH:21][CH:20]=2)=[O:27])=[CH:7][CH:8]=1. Procedure details: To a solution of 1-(4-methoxyphenyl)2-phenylethan-1-one (1.0 equiv.) in THF at −78° C. was added dropwise 1.5 equiv. of [(CH3)2Si]2NLi. The solution was stirred for 1 h at −78° C., followed by addition of addition of 1.2 equiv. of p-anisoyl chloride. The reaction mixture was stirred for 10 min at −78° C. and then for 22 h at rt, acidified with 10% citric acid, and extracted with EtOAc. The combined organic layers were washed with water and dried over Na2SO4. Removal of solvent in vacuo provided ... Starting materials: C(C)(C)C1=C(C(=CC=C1)C(C)C)NS(=O)(=O)CC(=O)NC=1N=NN(N1)CCCCCCCCCCCC (2-(2,6-Diisopropyl-phenylsulfamoyl)-N-(dodecyl-2-H-tetrazol-5-yl)-acetamide), C(CCCCC)S (hexanthiol). The product is C(CCCCC)SC(CS(NC1=C(C=CC=C1C(C)C)C(C)C)(=O)=O)=O ((2,6-Diisopropylphenylsulfamoyl)-thioacetic Acid S-hexyl Ester). Reaction SMILES: [CH:1]([C:4]1[CH:9]=[CH:8][CH:7]=[C:6]([CH:10]([CH3:12])[CH3:11])[C:5]=1[NH:13][S:14]([CH2:17][C:18](NC1N=NN(CCCCCCCCCCCC)N=1)=[O:19])(=[O:16])=[O:15])([CH3:3])[CH3:2].[CH2:38]([SH:44])[CH2:39][CH2:40][CH2:41][CH2:42][CH3:43]>>[CH2:38]([S:44][C:18](=[O:19])[CH2:17][S:14](=[O:15])(=[O:16])[NH:13][C:5]1[C:6]([CH:10]([CH3:12])[CH3:11])=[CH:7][CH:8]=[CH:9][C:4]=1[CH:1]([CH3:2])[CH3:3])[CH2:39][CH2:40][CH2:41][CH2:42][CH3:43]. Procedure details: This compound was prepared in the same manner as for the title compound of Example 2, except that 2-DAT was replaced with hexanthiol, mp 81°-83° C. Starting materials: Cc1cc(C2=NOC(c3cc(Cl)cc(Cl)c3)(C(F)(F)F)C2)sc1C=O, C1CCOC1. The product is Cc1cc(C2=NOC(c3cc(Cl)cc(Cl)c3)(C(F)(F)F)C2)sc1C(C)O. RXN SMILES: [Cl:1][c:2]1[cH:3][c:4]([C:9]2([C:22]([F:23])([F:24])[F:25])[CH2:10][C:11]([c:14]3[cH:15][c:16]([CH3:21])[c:17]([CH:19]=[O:20])[s:18]3)=[N:12][O:13]2)[cH:5][c:6]([Cl:8])[cH:7]1.[O:26]1[CH2:27][CH2:30][CH2:29][CH2:28]1>>[Cl:1][c:2]1[cH:3][c:4]([C:9]2([C:22]([F:23])([F:24])[F:25])[CH2:10][C:11]([c:14]3[cH:15][c:16]([CH3:21])[c:17]([CH:19]([OH:20])[CH3:27])[s:18]3)=[N:12][O:13]2)[cH:5][c:6]([Cl:8])[cH:7]1.